From a dataset of the Open Reaction Database (ORD), a public repository of structured organic reaction records. describe an organic reaction: reactants, conditions, products, and yield Reactants: BrC1=C(C=CC=C1)C (2-bromotoluene), bis(1,3-diphenylphosphino)propanenickel(II) chromate, Grignard reagent, [Mg] (magnesium), BrCCBr (1,2-dibromoethane), CC1(N=C(OC1)C1=CC(=CC=C1)Br)C (4,5-dihydro-4,4-dimethyl-2-(3-bromophenyl)oxazole). Run in O1CCCC1 (tetrahydrofuran), O (water), O (water), O1CCCC1 (tetrahydrofuran), O1CCCC1 (tetrahydrofuran). Conditions: time 16 hour. Yields the product CC1=C(C=CC=C1)C=1C=C(CO)C=CC1 (3-(2-Methylphenyl)benzyl alcohol), oily residue. Reaction SMILES: [Mg].BrCCBr.CC1(C)C[O:10][C:9]([C:12]2[CH:17]=[CH:16][CH:15]=[C:14](Br)[CH:13]=2)=N1.Br[C:21]1[CH:26]=[CH:25][CH:24]=[CH:23][C:22]=1[CH3:27]>O1CCCC1.O>[CH3:27][C:22]1[CH:23]=[CH:24][CH:25]=[CH:26][C:21]=1[C:14]1[CH:13]=[C:12]([CH:17]=[CH:16][CH:15]=1)[CH2:9][OH:10]. Procedure: 3-(2-Methylphenyl)benzyl alcohol was prepared as follows: Under a nitrogen atmosphere a stirred mixture of magnesium turnings (3.0 g, 0.12 mole) and 10 ml of 1,2-dibromoethane in 100 ml of dry tetrahydrofuran was heated to 30°. To the stirred mixture was added dropwise 4,5-dihydro-4,4-dimethyl-2-(3-bromophenyl)oxazole (26.9 g, 0.11 mole) in 50 ml of dry tetrahydrofuran. Upon complete addition, the reaction mixture was heated at reflux for 1.5 hours. The so-prepared Grignard reagent was cooled, p... Reactants: CCOC(=O)N1CC2CC(C)N(Cc3ccccc3)C2C1, CCO. Product: CCOC(=O)N1CC2CC(C)NC2C1. Reaction SMILES: [CH2:1]([c:2]1[cH:3][cH:4][cH:5][cH:6][cH:7]1)[N:8]1[CH:9]2[CH2:10][N:11]([C:17](=[O:18])[O:19][CH2:20][CH3:21])[CH2:12][CH:13]2[CH2:14][CH:15]1[CH3:16].[CH3:22][CH2:23][OH:24]>>[NH:8]1[CH:9]2[CH2:10][N:11]([C:17](=[O:18])[O:19][CH2:20][CH3:21])[CH2:12][CH:13]2[CH2:14][CH:15]1[CH3:16]. The reactants are C(C)(C)(C)NC1=NC=CC(=C1)C=1C(=NN(C1)CC1=CC=C(C=C1)OC)C=1C=C(C=CC1)NC(=O)NC1=CC=C(C=C1)C(F)(F)F (1-(3-{4-[2-(tert-butylamino)pyridin-4-yl]-1-(4-methoxybenzyl)-1H-pyrazol-3-yl}phenyl)-3-[4-(trifluoromethyl)phenyl]urea), FC(C(=O)O)(F)F (trifluoroacetic acid), [Na] (sodium). The solvent is O (water). Procedure: 100 mg (0.16 mmol) of 1-(3-{4-[2-(tert-butylamino)pyridin-4-yl]-1-(4-methoxybenzyl)-1H-pyrazol-3-yl}phenyl)-3-[4-(trifluoromethyl)phenyl]urea were dissolved with 5 ml of trifluoroacetic acid and the solution stirred at 70° C. for 6 hours. The mixture was then poured into icy water, neutralized with aqueous sodium hydrogenocarbonate and extracted with ethylacetate. The organic layer was dried over sodium sulphate and evaporated to dryness. The residue was purified by flash-chromatography on a sil... Conditions: temperature 70 celsius, time 6 hour. The yield is 89.8%. The product is NC1=NC=CC(=C1)C=1C(=NNC1)C=1C=C(C=CC1)NC(=O)NC1=CC=C(C=C1)C(F)(F)F (1-{3-[4-(2-aminopyridin-4-yl)-1H-pyrazol-3-yl]phenyl}-3-[4-(trifluoromethyl)phenyl]urea). As a reaction SMILES: C([NH:5][C:6]1[CH:11]=[C:10]([C:12]2[C:13]([C:26]3[CH:27]=[C:28]([NH:32][C:33]([NH:35][C:36]4[CH:41]=[CH:40][C:39]([C:42]([F:45])([F:44])[F:43])=[CH:38][CH:37]=4)=[O:34])[CH:29]=[CH:30][CH:31]=3)=[N:14][N:15](CC3C=CC(OC)=CC=3)[CH:16]=2)[CH:9]=[CH:8][N:7]=1)(C)(C)C.FC(F)(F)C(O)=O.[Na]>O>[NH2:5][C:6]1[CH:11]=[C:10]([C:12]2[C:13]([C:26]3[CH:27]=[C:28]([NH:32][C:33]([NH:35][C:36]4[CH:41]=[CH:40][C:39]([C:42]([F:44])([F:45])[F:43])=[CH:38][CH:37]=4)=[O:34])[CH:29]=[CH:30][CH:31]=3)=[N:14][NH:15][CH:16]=2)[CH:9]=[CH:8][N:7]=1 |^1:52|. Starting materials: [Br-], C1CCOC1, COC(=O)C1(NC(=O)OC(C)(C)C)CC1CC=O, C[Si](C)(C)[N-][Si](C)(C)C, C[P+](c1ccccc1)(c1ccccc1)c1ccccc1, [Na+]. Product: C=CCC1CC1(NC(=O)OC(C)(C)C)C(=O)OC. As a reaction SMILES: [Br-:29].[CH2:50]1[O:51][CH2:52][CH2:53][CH2:54]1.[CH3:11][O:12][C:13](=[O:14])[C:15]1([NH:21][C:22](=[O:23])[O:24][C:25]([CH3:26])([CH3:27])[CH3:28])[CH:16]([CH2:18][CH:19]=[O:20])[CH2:17]1.[CH3:2][Si:3]([N-:4][Si:5]([CH3:6])([CH3:7])[CH3:8])([CH3:9])[CH3:10].[CH3:30][P+:31]([c:32]1[cH:33][cH:34][cH:35][cH:36][cH:37]1)([c:38]1[cH:39][cH:40][cH:41][cH:42][cH:43]1)[c:44]1[cH:45][cH:46][cH:47][cH:48][cH:49]1.[Na+:1]>>[CH2:2]=[CH:19][CH2:18][CH:16]1[C:15]([C:13]([O:12][CH3:11])=[O:14])([NH:21][C:22](=[O:23])[O:24][C:25]([CH3:26])([CH3:27])[CH3:28])[CH2:17]1. Reactants: C1CCOC1, Cc1ccccc1, Cc1nc(-c2cccc3ccccc23)sc1C(=O)N1CCN(C(C)C)CC1. Product: Cc1nc(-c2cccc3ccccc23)sc1CN1CCN(C(C)C)CC1. As a reaction SMILES: [CH2:35]1[O:36][CH2:37][CH2:38][CH2:39]1.[CH3:28][c:29]1[cH:30][cH:31][cH:32][cH:33][cH:34]1.[CH:1]([CH3:2])([CH3:3])[N:4]1[CH2:5][CH2:6][N:7]([C:10](=[O:11])[c:12]2[c:13]([CH3:27])[n:14][c:15](-[c:17]3[cH:18][cH:19][cH:20][c:21]4[cH:22][cH:23][cH:24][cH:25][c:26]34)[s:16]2)[CH2:8][CH2:9]1>>[CH:1]([CH3:2])([CH3:3])[N:4]1[CH2:5][CH2:6][N:7]([CH2:10][c:12]2[c:13]([CH3:27])[n:14][c:15](-[c:17]3[cH:18][cH:19][cH:20][c:21]4[cH:22][cH:23][cH:24][cH:25][c:26]34)[s:16]2)[CH2:8][CH2:9]1. Reaction SMILES: N([O-])=[O:2].[Na+].N[C:6]1[C:15]([C:16]2[CH:21]=[CH:20][CH:19]=[CH:18][CH:17]=2)=[CH:14][C:13]2[C:8](=[CH:9][C:10]([CH2:24][CH3:25])=[N:11][C:12]=2[CH2:22][CH3:23])[N:7]=1>O.Cl>[CH2:22]([C:12]1[N:11]=[C:10]([CH2:24][CH3:25])[CH:9]=[C:8]2[C:13]=1[CH:14]=[C:15]([C:16]1[CH:21]=[CH:20][CH:19]=[CH:18][CH:17]=1)[C:6](=[O:2])[NH:7]2)[CH3:23] |f:0.1|. Yields the product C(C)C1=C2C=C(C(NC2=CC(=N1)CC)=O)C1=CC=CC=C1 (5,7-diethyl-3-phenyl-1,6-naphthyridin-2(1H)-one). The reactants are N(=O)[O-].[Na+] (sodium nitrite), NC1=NC2=CC(=NC(=C2C=C1C1=CC=CC=C1)CC)CC (2-amino-5,7-diethyl-3-phenyl-1,6-naphthyridine). Isolated yield 49.8%. Reported procedure: A solution of sodium nitrite (3.2 g) in water (64 ml) was added dropwise over 45 minutes to a solution of compound B (2.0 g) in 2M hydrochloric acid (150 ml). The mixture was stirred for a further 1 hour and then the suspended white solid was collected by filtration and dried under vacuum to give 5,7-diethyl-3-phenyl-1,6-naphthyridin-2(1H)-one (1.0 g); m.p. >260° C.; NMR (d6 -DMSO): 1.32(t, 3H), 1.33(t, 3H), 3.07(q, 2H), 3.47(q, 2H), 7.41(s, 1H), 7.43-7.55(m, 3H), 7.74-7.85(m, 2H), 8.31(s, 1H); ... Conditions: time 1 hour. Run in O (water), Cl (hydrochloric acid). The reactants are CN(C=O)C (Dimethylformamide), [H-].[Na+] (sodium hydride), ClC1=C(C=CC(=C1)OC1=NC=NC2=CC(=C(C=C12)OC)OC)NC(OCC1=C(C=CC=C1)OC)=O (2-methoxybenzyl N-{2-chloro-4-[(6,7-dimethoxy-4-quinazolinyl)oxy]phenyl}carbamate), CN(C=O)C (dimethylformamide), C(C)I (ethyl iodide). Run in O (Water). Run at time 10 minute. The product is ClC1=C(C=CC(=C1)OC1=NC=NC2=CC(=C(C=C12)OC)OC)N(C(OCC1=C(C=CC=C1)OC)=O)CC (2-Methoxybenzyl N-{2-chloro-4-[(6,7-dimethoxy-4-quinazolinyl)oxy]phenyl}-N-ethylcarbamate). The yield is 90.3%. As a reaction SMILES: CN(C)C=O.[H-].[Na+].[Cl:8][C:9]1[CH:14]=[C:13]([O:15][C:16]2[C:25]3[C:20](=[CH:21][C:22]([O:28][CH3:29])=[C:23]([O:26][CH3:27])[CH:24]=3)[N:19]=[CH:18][N:17]=2)[CH:12]=[CH:11][C:10]=1[NH:30][C:31](=[O:42])[O:32][CH2:33][C:34]1[CH:39]=[CH:38][CH:37]=[CH:36][C:35]=1[O:40][CH3:41].[CH2:43](I)[CH3:44]>O>[Cl:8][C:9]1[CH:14]=[C:13]([O:15][C:16]2[C:25]3[C:20](=[CH:21][C:22]([O:28][CH3:29])=[C:23]([O:26][CH3:27])[CH:24]=3)[N:19]=[CH:18][N:17]=2)[CH:12]=[CH:11][C:10]=1[N:30]([CH2:43][CH3:44])[C:31](=[O:42])[O:32][CH2:33][C:34]1[CH:39]=[CH:38][CH:37]=[CH:36][C:35]=1[O:40][CH3:41] |f:1.2|. Procedure details: Dimethylformamide (5 ml) was added to sodium hydride (11 mg), and 2-methoxybenzyl N-{2-chloro-4-[(6,7-dimethoxy-4-quinazolinyl)oxy]phenyl}carbamate (66 mg) was added to the mixture. Subsequently, a dimethylformamide solution (2 ml) of ethyl iodide (84 mg) was added thereto, and the mixture was stirred at room temperature for 10 min. Water was added to stop the reaction, and the reaction solution was then extracted with ethyl acetate, followed by washing with water and saturated brine in that ord...